From a dataset of the Open Reaction Database (ORD), a public repository of structured organic reaction records. describe an organic reaction: reactants, conditions, products, and yield The reactants are Clc1ccnc(Cl)c1, ClCCl, Cc1cc(C)c(S(=O)(=O)ON)c(C)c1. Product: N[n+]1ccc(Cl)cc1Cl, Cc1cc(C)c(S(=O)(=O)[O-])c(C)c1. Reaction SMILES: [Cl:1][c:2]1[n:3][cH:4][cH:5][c:6]([Cl:8])[cH:7]1.[Cl:23][CH2:24][Cl:25].[c:9]1([CH3:22])[c:10]([S:17](=[O:18])(=[O:19])[O:20][NH2:21])[c:11]([CH3:16])[cH:12][c:13]([CH3:15])[cH:14]1>>[Cl:1][c:2]1[n+:3]([NH2:21])[cH:4][cH:5][c:6]([Cl:8])[cH:7]1.[c:9]1([CH3:22])[c:10]([S:17](=[O:18])(=[O:19])[O-:20])[c:11]([CH3:16])[cH:12][c:13]([CH3:15])[cH:14]1.